This data is from the Open Reaction Database (ORD), a public repository of structured organic reaction records. The task is: describe an organic reaction: reactants, conditions, products, and yield Starting materials: COC=1CCCCC(N1)C1=CC=CC=C1 (3,4,5,6-tetrahydro-7-methoxy-2-phenyl-2H-azepine), [Cl-].[NH4+] (ammonium chloride). The solvent is CO (MeOH). Yields the product Cl.C1(=CC=CC=C1)C1CCCCC(N1)=N (hexahydro-7-phenyl-1H-azepin-2-imine, monohydrochloride). The yield is 90.5%. Reaction SMILES: CO[C:3]1[CH2:4][CH2:5][CH2:6][CH2:7][CH:8]([C:10]2[CH:15]=[CH:14][CH:13]=[CH:12][CH:11]=2)[N:9]=1.[Cl-:16].[NH4+:17]>CO>[ClH:16].[C:10]1([CH:8]2[NH:9][C:3](=[NH:17])[CH2:4][CH2:5][CH2:6][CH2:7]2)[CH:15]=[CH:14][CH:13]=[CH:12][CH:11]=1 |f:1.2,4.5|. Procedure: The product of EXAMPLE 191 (1.4 g, 6.9 mmol) in 75 mL of MeOH was reacted with ammonium chloride (0.31 g, 5.9 mmol) by the method of EXAMPLE 27 to yield 1.2 g (77%) of the title material. The reactants are CC(C(=O)OCC)C(CC(=O)OCC)=O (diethyl 2-methyl-3-oxopentanedioate), C(C)OC(OCC)OCC (triethoxymethane), N (ammonia). Run in O(OOC(CC)=O)C(CC)=O (1,1′-trioxidanediyldipropan-1-one). Run at temperature 120 celsius, time 2 hour. Yields the product OC=1C(=CNC(C1C)=O)C(=O)OCC (ethyl 4-hydroxy-5-methyl-6-oxo-1,6-dihydropyridine-3-carboxylate). RXN SMILES: [CH3:1][CH:2]([C:8](=[O:15])[CH2:9][C:10](OCC)=O)[C:3](OCC)=[O:4].C(O[CH:19]([O:23]CC)[O:20][CH2:21][CH3:22])C.[NH3:26]>O(C(=O)CC)OOC(=O)CC>[OH:15][C:8]1[C:9]([C:19]([O:20][CH2:21][CH3:22])=[O:23])=[CH:10][NH:26][C:3](=[O:4])[C:2]=1[CH3:1]. Procedure details: To a solution of diethyl 2-methyl-3-oxopentanedioate (10 g, 46.25 mmol) in 1,1′-trioxidanediyldipropan-1-one (400 mL) was added triethoxymethane (38 mL, 231.25 mmol), and the mixture was heated at 120° C. for 4 h, followed by the addition of 30% ammonia (600 mL) at 0° C. The reaction mixture was stirred at RT for another 2 h. LCMS monitored the reaction was completed. The precipitate was collected via filtration and dissolved in dichloromethane (400 mL). The solid was filtered off, and the filtr...